The task is: describe an organic reaction: reactants, conditions, products, and yield. This data is from the Open Reaction Database (ORD), a public repository of structured organic reaction records. The reactants are C(C)(=O)SC(CC(=O)O)CC1=CC=CC=C1 (3-Acetylsulfanyl-4-phenyl-butyric Acid), C(CCl)Cl (EDC), C(C1=CC=CC=C1)O (benzyl alcohol). The reagents and catalysts are CN(C)C=1C=CN=CC1 (DMAP). Solvent: C(Cl)Cl (DCM), C(Cl)Cl (DCM). Conditions: temperature 0 celsius. Yields the product C(C1=CC=CC=C1)OC(CC(CC1=CC=CC=C1)SC(C)=O)=O (3-Acetylsulfanyl-4-phenyl-butyric Acid Benzyl Ester). Isolated yield 77.2%. Reaction SMILES: [C:1]([S:4][CH:5]([CH2:10][C:11]1[CH:16]=[CH:15][CH:14]=[CH:13][CH:12]=1)[CH2:6][C:7]([OH:9])=[O:8])(=[O:3])[CH3:2].C(Cl)CCl.[CH2:21](O)[C:22]1[CH:27]=[CH:26][CH:25]=[CH:24][CH:23]=1>C(Cl)Cl.CN(C1C=CN=CC=1)C>[CH2:21]([O:8][C:7](=[O:9])[CH2:6][CH:5]([S:4][C:1](=[O:3])[CH3:2])[CH2:10][C:11]1[CH:12]=[CH:13][CH:14]=[CH:15][CH:16]=1)[C:22]1[CH:27]=[CH:26][CH:25]=[CH:24][CH:23]=1. Procedure: The product from Step B (5.4 g, 26.2 mmol) was taken up in DCM (50 mL) with stirring and cooled to 0° C. EDC (6.0 g, 31.4 mmol) and DMAP (164 mg, 1.31 mmol) were added followed by benzyl alcohol (2.4 mL, 23.6 mmol). The resulting solution was stirred at room temperature overnight with the exclusion of moisture. The reaction was diluted with DCM and washed successively with 1 M HCl, water, 5% Na2CO3 solution, brine and dried, filtered and evaporated to give a dark oil. This was purified by silica... Reactants: COC(CBr)CBr, CCOC(CBr)CCBr, BrCCCBr, CC(Br)CBr. Product: CCOC(CCBr)CCBr. As a reaction SMILES: [Br:11][CH2:12][CH:13]([O:14][CH3:15])[CH2:16][Br:17].[Br:18][CH2:19][CH:20]([CH2:21][CH2:22][Br:23])[O:24][CH2:25][CH3:26].[Br:1][CH2:2][CH2:3][CH2:4][Br:5].[Br:6][CH2:7][CH:8]([Br:9])[CH3:10]>>[Br:1][CH2:2][CH2:19][CH:20]([CH2:21][CH2:22][Br:23])[O:24][CH2:25][CH3:26]. Reaction SMILES: [CH2:1]([CH3:2])[O:3][C:4](=[O:5])[N:6]([S:7](=[O:8])(=[O:9])[c:10]1[cH:11][cH:12][c:13]([Cl:16])[cH:14][cH:15]1)[CH2:17][CH2:18][CH:19]([c:20]1[cH:21][n:22][cH:23][cH:24][cH:25]1)[c:26]1[cH:27][cH:28][c:29]([O:32][CH2:33][O:34][CH3:35])[cH:30][cH:31]1.[CH3:37][CH2:38][OH:39].[ClH:36]>>[CH2:1]([CH3:2])[O:3][C:4](=[O:5])[N:6]([S:7](=[O:8])(=[O:9])[c:10]1[cH:11][cH:12][c:13]([Cl:16])[cH:14][cH:15]1)[CH2:17][CH2:18][CH:19]([c:20]1[cH:21][n:22][cH:23][cH:24][cH:25]1)[c:26]1[cH:27][cH:28][c:29]([OH:32])[cH:30][cH:31]1. Starting materials: CCOC(=O)N(CCC(c1ccc(OCOC)cc1)c1cccnc1)S(=O)(=O)c1ccc(Cl)cc1, CCO, Cl. The product is CCOC(=O)N(CCC(c1ccc(O)cc1)c1cccnc1)S(=O)(=O)c1ccc(Cl)cc1. Starting materials: C[C@@H]1OC2=C(CN(C1)C(=O)OC(C)(C)C)SC=C2C(C(F)(F)F)C (tert-Butyl (2S)-2-methyl-8-(2,2,2-trifluoro-1-methylethyl)-2,3-dihydrothieno[2,3-f][1,4]oxazepine-4(5H)-carboxylate). The solvent is C(C)(=O)OCC.Cl (hydrogen chloride-ethyl acetate). Yields the product C[C@@H]1OC2=C(CNC1)SC=C2C(C(F)(F)F)C ((2S)-2-methyl-8-(2,2,2-trifluoro-1-methylethyl)-2,3,4,5-tetrahydrothieno[2,3-f][1,4]oxazepine). Isolated yield 105.8%. As a reaction SMILES: [CH3:1][C@H:2]1[CH2:8][N:7](C(OC(C)(C)C)=O)[CH2:6][C:5]2[S:16][CH:17]=[C:18]([CH:19]([CH3:24])[C:20]([F:23])([F:22])[F:21])[C:4]=2[O:3]1>C(OCC)(=O)C.Cl>[CH3:1][C@H:2]1[CH2:8][NH:7][CH2:6][C:5]2[S:16][CH:17]=[C:18]([CH:19]([CH3:24])[C:20]([F:23])([F:21])[F:22])[C:4]=2[O:3]1 |f:1.2|. Reported procedure: tert-Butyl (2S)-2-methyl-8-(2,2,2-trifluoro-1-methylethyl)-2,3-dihydrothieno[2,3-f][1,4]oxazepine-4(5H)-carboxylate (475 mg) was stirred in 4 N hydrogen chloride-ethyl acetate solution (10 mL) for 15 min. The reaction solution was concentrated, and the residue was recrystallized from diethyl ether to give the title compound (365 mg, 93%) as colorless crystals.